From a dataset of the Open Reaction Database (ORD), a public repository of structured organic reaction records. describe an organic reaction: reactants, conditions, products, and yield Starting materials: N1C(=NC2=C1C=CC=C2)C=2C(=NC=C(N2)Br)N (3-(1H-Benzimidazol-2-yl)-5-bromo-pyrazin-2-amine), C([O-])([O-])=O.[Cs+].[Cs+] (dicesium carbonate), N1=CC(=CC=C1)O (pyridin-3-ol). The reagents and catalysts are [Cu] (copper). Solvent: CN(C)C=O (DMF). Product: N1C(=NC2=C1C=CC=C2)C=2C(=NC=C(N2)OC=2C=NC=CC2)N (3-(1H-Benzimidazol-2-yl)-5-(3-pyridyloxy)pyrazin-2-amine). The yield is 11.4%. Reaction SMILES: [NH:1]1[C:5]2[CH:6]=[CH:7][CH:8]=[CH:9][C:4]=2[N:3]=[C:2]1[C:10]1[C:11]([NH2:17])=[N:12][CH:13]=[C:14](Br)[N:15]=1.C(=O)([O-])[O-].[Cs+].[Cs+].[N:24]1[CH:29]=[CH:28][CH:27]=[C:26]([OH:30])[CH:25]=1>CN(C=O)C.[Cu]>[NH:1]1[C:5]2[CH:6]=[CH:7][CH:8]=[CH:9][C:4]=2[N:3]=[C:2]1[C:10]1[C:11]([NH2:17])=[N:12][CH:13]=[C:14]([O:30][C:26]2[CH:25]=[N:24][CH:29]=[CH:28][CH:27]=2)[N:15]=1 |f:1.2.3|. Procedure details: 3-(1H-Benzimidazol-2-yl)-5-bromo-pyrazin-2-amine (100 mg, 0.3447 mmol), dicesium carbonate (366 mg, 1.034 mmol), copper (2.2 mg, 0.034447 mmol) and pyridin-3-ol (327.8 mg, 3.447 mmol) in DMF (2 mL) were heated at 130° C. under microwave conditions for 1 hour. The reaction mixture was filtered through a pad of silica eluting with 90 to 100% EtOAc/Petroleum Ether and the relevant fractions concentrated in vacuo. The resiude was redissolved in EtOAc and washed with saturated aqueous NaHCO3 (×2) and... Reactants: BrC=1C2=CC=CC=C2C(=C2C=CC=CC12)[N+](=O)[O-] (9-Bromo-10-nitroanthracene), N12CCCC2(CCC1)CN ((1-azabicyclo[3.3.0]octan-5-yl)methylamine). Yields the product N12CCCC2(CCC1)CNC=1C2=CC=CC=C2C(=C2C=CC=CC12)[N+](=O)[O-] (9-(1-Azabicyclo[3.3.0]octan-5-yl)methylamino-10-nitroanthracene). The yield is 51.5%. As a reaction SMILES: Br[C:2]1[C:3]2[C:8]([C:9]([N+:16]([O-:18])=[O:17])=[C:10]3[C:15]=1[CH:14]=[CH:13][CH:12]=[CH:11]3)=[CH:7][CH:6]=[CH:5][CH:4]=2.[N:19]12[CH2:26][CH2:25][CH2:24][C:23]1([CH2:27][NH2:28])[CH2:22][CH2:21][CH2:20]2>>[N:19]12[CH2:26][CH2:25][CH2:24][C:23]1([CH2:27][NH:28][C:2]1[C:3]3[C:8]([C:9]([N+:16]([O-:18])=[O:17])=[C:10]4[C:15]=1[CH:14]=[CH:13][CH:12]=[CH:11]4)=[CH:7][CH:6]=[CH:5][CH:4]=3)[CH2:22][CH2:21][CH2:20]2. Reported procedure: 9-Bromo-10-nitroanthracene and (1-azabicyclo[3.3.0]octan-5-yl)methylamine were reacted in the same manner as in Example 1 to obtain the titled compound in a yield of 51.5%. Starting materials: [Si](C)(C)(C(C)(C)C)OC1C=C(CC1)CCCCP(OCC)=O ((±)-ethyl [3-(t-butyldimethylsilyloxy)cyclopentenyl]butylphosphinate). Reagents/catalysts: [Pd] (palladium on carbon). Run in C(C)O (ethanol). Yields the product [Si](C)(C)(C(C)(C)C)O[C@H]1C[C@H](CC1)CCCCP(OCC)=O ((±)-cis-ethyl [3(t-butyldimethylsilyloxy)cyclopentanyl]butylphosphinate). Reaction SMILES: [Si:1]([O:8][CH:9]1[CH2:13][CH2:12][C:11]([CH2:14][CH2:15][CH2:16][CH2:17][PH:18](=[O:22])[O:19][CH2:20][CH3:21])=[CH:10]1)([C:4]([CH3:7])([CH3:6])[CH3:5])([CH3:3])[CH3:2]>C(O)C.[Pd]>[Si:1]([O:8][C@@H:9]1[CH2:13][CH2:12][C@H:11]([CH2:14][CH2:15][CH2:16][CH2:17][PH:18](=[O:22])[O:19][CH2:20][CH3:21])[CH2:10]1)([C:4]([CH3:7])([CH3:6])[CH3:5])([CH3:3])[CH3:2]. Procedure: A solution of (±)-ethyl [3-(t-butyldimethylsilyloxy)cyclopentenyl]butylphosphinate (8) (3.20 g, 9.23 mmol) in ethanol (30 cm3) was hydrogenated over palladium on carbon (50 mg) at 40 psi for 3 hours. The catalyst was removed by filtration through celite, which was washed with methanol (3×30 cm3). The solvent was removed in vacuo to yield the desired title compound (9) in quantitative yield (>90% cis isomer (9) by NMR spectroscopy) as a colourless oil, which was used in the next step without furt... The reactants are F[B-](F)(F)F, COC(=O)C=Cc1ccc(F)c(N)c1, CCN(C(C)C)C(C)C, CN(C)C=O, O=C(O)c1ccc(-c2ccccc2)o1, CN(C)C(On1nnc2ccccc21)=[N+](C)C. Yields the product COC(=O)C=Cc1ccc(F)c(NC(=O)c2ccc(-c3ccccc3)o2)c1. As a reaction SMILES: [B-:38]([F:39])([F:40])([F:41])[F:42].[CH3:15][O:16][C:17]([CH:18]=[CH:19][c:20]1[cH:21][c:22]([NH2:27])[c:23]([F:26])[cH:24][cH:25]1)=[O:28].[CH:29]([N:30]([CH2:31][CH3:32])[CH:33]([CH3:34])[CH3:35])([CH3:36])[CH3:37].[O:60]=[CH:61][N:62]([CH3:63])[CH3:64].[c:1]1(-[c:7]2[cH:8][cH:9][c:10]([C:12](=[O:13])[OH:14])[o:11]2)[cH:2][cH:3][cH:4][cH:5][cH:6]1.[n:43]1([O:44][C:45]([N:46]([CH3:47])[CH3:48])=[N+:49]([CH3:50])[CH3:51])[c:52]2[cH:53][cH:54][cH:55][cH:56][c:57]2[n:58][n:59]1>>[c:1]1(-[c:7]2[cH:8][cH:9][c:10]([C:12](=[O:14])[NH:27][c:22]3[cH:21][c:20]([CH:19]=[CH:18][C:17]([O:16][CH3:15])=[O:28])[cH:25][cH:24][c:23]3[F:26])[o:11]2)[cH:2][cH:3][cH:4][cH:5][cH:6]1. Starting materials: CC(C)(C)OC(=O)Nc1ccc(-c2ccc(C#N)cc2)cc1NC(=O)CC(=O)c1cccc(-n2ccnc2)c1, ClCCl, O=C(O)C(F)(F)F. Yields the product N#Cc1ccc(-c2ccc3c(c2)NC(=O)CC(c2cccc(-n4ccnc4)c2)=N3)cc1. As a reaction SMILES: [C:1]([O:2][C:3](=[O:4])[NH:7][c:8]1[c:9]([NH:22][C:23]([CH2:24][C:25](=[O:5])[c:27]2[cH:28][c:29](-[n:33]3[cH:34][n:35][cH:36][cH:37]3)[cH:30][cH:31][cH:32]2)=[O:38])[cH:10][c:11](-[c:14]2[cH:15][cH:16][c:17]([C:20]#[N:21])[cH:18][cH:19]2)[cH:12][cH:13]1)([CH3:6])([CH3:26])[CH3:39].[Cl:47][CH2:48][Cl:49].[F:40][C:41]([F:42])([F:43])[C:44]([OH:45])=[O:46]>>[N:7]1=[C:25]([c:27]2[cH:28][c:29](-[n:33]3[cH:34][n:35][cH:36][cH:37]3)[cH:30][cH:31][cH:32]2)[CH2:24][C:23](=[O:38])[NH:22][c:9]2[c:8]1[cH:13][cH:12][c:11](-[c:14]1[cH:15][cH:16][c:17]([C:20]#[N:21])[cH:18][cH:19]1)[cH:10]2. Reactants: O=C(O)C1CCC1, CCN(C(C)C)C(C)C, ClCCl, COC(=O)c1ccc2c(c1)CC(C)(C)C(c1ccccc1N)N2, O=P(Cl)(Cl)Cl. Product: COC(=O)c1ccc2c(c1)CC(C)(C)C(c1ccccc1NC(=O)C1CCC1)N2. As a reaction SMILES: [CH:24]1([C:28](=[O:29])[OH:30])[CH2:25][CH2:26][CH2:27]1.[CH:31]([N:32]([CH2:33][CH3:34])[CH:35]([CH3:36])[CH3:37])([CH3:38])[CH3:39].[Cl:45][CH2:46][Cl:47].[NH2:1][c:2]1[c:3]([CH:8]2[NH:9][c:10]3[cH:11][cH:12][c:13]([C:20](=[O:21])[O:22][CH3:23])[cH:14][c:15]3[CH2:16][C:17]2([CH3:18])[CH3:19])[cH:4][cH:5][cH:6][cH:7]1.[P:40]([Cl:41])([Cl:42])([Cl:43])=[O:44]>>[NH:1]([c:2]1[c:3]([CH:8]2[NH:9][c:10]3[cH:11][cH:12][c:13]([C:20](=[O:21])[O:22][CH3:23])[cH:14][c:15]3[CH2:16][C:17]2([CH3:18])[CH3:19])[cH:4][cH:5][cH:6][cH:7]1)[C:28]([CH:24]1[CH2:25][CH2:26][CH2:27]1)=[O:29].